Dataset: the Open Reaction Database (ORD), a public repository of structured organic reaction records. Task: describe an organic reaction: reactants, conditions, products, and yield Reported procedure: The title compound was prepared (611 mg, 82%) from 4,6-dichloro-5-methylthieno[2,3-d]pyrimidine (425 mg, 1.94 mmol) and tert-butyl 4-aminopiperidine-1-carboxylate (582 mg, 2.9 mmol) by following the general procedure described for Preparation 9. 1H NMR (400 MHz, CDCl3): δ 8.40 (s, 1H), 5.25 (d, 1H), 4.35 (m, 1H), 4.30 (m, 2H), 3.00 (m, 2H), 2.55 (s, 3H), 2.15 (m, 2H), 1.45 (s, 9H), 1.35-1.55 (m, 2H). Reactants: ClC=1C2=C(N=CN1)SC(=C2C)Cl (4,6-dichloro-5-methylthieno[2,3-d]pyrimidine), NC1CCN(CC1)C(=O)OC(C)(C)C (tert-butyl 4-aminopiperidine-1-carboxylate). Reaction SMILES: Cl[C:2]1[C:3]2[C:10]([CH3:11])=[C:9]([Cl:12])[S:8][C:4]=2[N:5]=[CH:6][N:7]=1.[NH2:13][CH:14]1[CH2:19][CH2:18][N:17]([C:20]([O:22][C:23]([CH3:26])([CH3:25])[CH3:24])=[O:21])[CH2:16][CH2:15]1>>[C:23]([O:22][C:20]([N:17]1[CH2:18][CH2:19][CH:14]([NH:13][C:2]2[C:3]3[C:10]([CH3:11])=[C:9]([Cl:12])[S:8][C:4]=3[N:5]=[CH:6][N:7]=2)[CH2:15][CH2:16]1)=[O:21])([CH3:26])([CH3:24])[CH3:25]. Product: C(C)(C)(C)OC(=O)N1CCC(CC1)NC=1C2=C(N=CN1)SC(=C2C)Cl (tert-Butyl-4-(6-chloro-5-methylthieno[2,3-d]pyrimidin-4-ylamino)piperidine-1-carboxylate). The reactants are NC1=CC=C(C=C1)C1=CSC2=C1C(=NC=C2C2=CC=NC=C2)N (3-(4-aminophenyl)-7-(4-pyridinyl)thieno[3,2-c]pyridin-4-amine), FC1=C(C=C(C=C1)C(F)(F)F)N=C=O (1-fluoro-2-isocyanato-4-(trifluoromethyl)benzene). Solvent: CN(C)C=O (DMF), C1CCOC1 (THF), O (water). Yields the product NC1=NC=C(C2=C1C(=CS2)C2=CC=C(C=C2)NC(=O)NC2=C(C=CC(=C2)C(F)(F)F)F)C2=CC=NC=C2 (N-{4-[4-amino-7-(4-pyridinyl)thieno[3,2-c]pyridin-3-yl]phenyl}-N′-[2-fluoro-5-(trifluoromethyl)phenyl]urea). The yield is 46.2%. RXN SMILES: [NH2:1][C:2]1[CH:7]=[CH:6][C:5]([C:8]2[C:12]3[C:13]([NH2:23])=[N:14][CH:15]=[C:16]([C:17]4[CH:22]=[CH:21][N:20]=[CH:19][CH:18]=4)[C:11]=3[S:10][CH:9]=2)=[CH:4][CH:3]=1.[F:24][C:25]1[CH:30]=[CH:29][C:28]([C:31]([F:34])([F:33])[F:32])=[CH:27][C:26]=1[N:35]=[C:36]=[O:37]>CN(C=O)C.C1COCC1.O>[NH2:23][C:13]1[C:12]2[C:8]([C:5]3[CH:4]=[CH:3][C:2]([NH:1][C:36]([NH:35][C:26]4[CH:27]=[C:28]([C:31]([F:32])([F:34])[F:33])[CH:29]=[CH:30][C:25]=4[F:24])=[O:37])=[CH:7][CH:6]=3)=[CH:9][S:10][C:11]=2[C:16]([C:17]2[CH:22]=[CH:21][N:20]=[CH:19][CH:18]=2)=[CH:15][N:14]=1. Procedure details: A −20° C. solution of Example 121B (0.18 g, 0.57 mmol) in DMF (3 mL) and THF (3 mL) was treated dropwise with 1-fluoro-2-isocyanato-4-(trifluoromethyl)benzene (0.085 mL, 0.57 mmol) and warmed to room temperature over 1.5 hours. The resulting mixture was diluted with water and extracted twice with ethyl acetate. The combined extracts were dried (Na2SO4), filtered, concentrated and the residue was purified by flash column chromatography on silica gel with 3-5% methanol/dichloromethane to provide 1... The reactants are C(CO)O (Ethylene glycol), C1(=CC=C(C=C1)S(=O)(=O)O)C (p-toluenesulfonic acid), Cl.C(C1=CC=CC=C1)N(C1=CC(=C(C=O)C=C1C)C)CC1=CC=CC=C1 (4-dibenzylamino-2,5-dimethylbenzaldehyde hydrochloride). Run in C1(=CC=CC=C1)C (toluene). The product is C(C1=CC=CC=C1)N(C1=C(C=C(C(=C1)C)C1OCCO1)C)CC1=CC=CC=C1 (dibenzyl-(4-[1,3]dioxolan-2-yl-2,5-dimethyl-phenyl)amine). Yield: 97.2%. RXN SMILES: Cl.[CH2:2]([N:9]([CH2:20][C:21]1[CH:26]=[CH:25][CH:24]=[CH:23][CH:22]=1)[C:10]1[C:17]([CH3:18])=[CH:16][C:13]([CH:14]=[O:15])=[C:12]([CH3:19])[CH:11]=1)[C:3]1[CH:8]=[CH:7][CH:6]=[CH:5][CH:4]=1.[CH2:27](O)[CH2:28][OH:29].C1(C)C=CC(S(O)(=O)=O)=CC=1>C1(C)C=CC=CC=1>[CH2:20]([N:9]([CH2:2][C:3]1[CH:4]=[CH:5][CH:6]=[CH:7][CH:8]=1)[C:10]1[CH:11]=[C:12]([CH3:19])[C:13]([CH:14]2[O:29][CH2:28][CH2:27][O:15]2)=[CH:16][C:17]=1[CH3:18])[C:21]1[CH:22]=[CH:23][CH:24]=[CH:25][CH:26]=1 |f:0.1|. Procedure details: To a 500 mL round-bottomed flask was added 4-dibenzylamino-2,5-dimethylbenzaldehyde hydrochloride (11.5 g, 31.4 mmol) and toluene (150 mL) and the resulting mixture was stirred until the salt completely dissolved. The reaction flask was then purged with dry nitrogen for 5 minutes. Ethylene glycol (5.25 mL, 94.2 mmol) and p-toluenesulfonic acid (760 mg, 6.2 mmol) were added and the resulting mixture was heated at 60° C. to 80° C. for about 20 hours. The solvent was then removed slowly (over about... Starting materials: solution, C(C)(C)(C)[Mg]Cl (tert-butyl magnesium chloride), P(Cl)(Cl)Cl (phosphorus trichloride), solution, C(CCC)[Mg]Cl (n-butyl magnesium chloride). Run in C(C)OCC (diethyl ether), C(C)OCC (diethyl ether). Run at temperature -25 celsius, time 30 minute. The product is C(CCC)P(Cl)C(C)(C)C (n-butyl tert-butyl chlorophosphine). Reaction SMILES: [P:1]([Cl:4])(Cl)Cl.[C:5]([Mg]Cl)([CH3:8])([CH3:7])[CH3:6].[CH2:11]([Mg]Cl)[CH2:12][CH2:13][CH3:14]>C(OCC)C>[CH2:11]([P:1]([C:5]([CH3:8])([CH3:7])[CH3:6])[Cl:4])[CH2:12][CH2:13][CH3:14]. Procedure details: To a solution of phosphorus trichloride (55 g) in dry diethyl ether (200 cm3) stirred and maintained at between -25° C. and -30° C. in an atmosphere of dry nitrogen a 2 molar solution of tert-butyl magnesium chloride in diethyl ether (200 cm3, solution supplied by Aldrich Chemical Co.) was added during 45 min. After a further 30 min., a 2 molar solution of n-butyl magnesium chloride (200 cm3, solution supplied by Aldrich Chemical Co.) was added in the same way. The suspension was stirred at -25°... Reactants: [BH4-], COc1ccc(C=O)c(OC)c1, CC(=O)O, Nc1ccc(Cl)cc1C(O)c1ccccc1Cl, [Na+], O. Yields the product COc1ccc(CNc2ccc(Cl)cc2C(O)c2ccccc2Cl)c(OC)c1. As a reaction SMILES: [BH4-:30].[CH3:18][O:19][c:20]1[c:21]([CH:22]=[O:23])[cH:24][cH:25][c:26]([O:28][CH3:29])[cH:27]1.[CH3:33][C:34](=[O:35])[OH:36].[NH2:1][c:2]1[c:3]([CH:4]([c:5]2[c:6]([Cl:11])[cH:7][cH:8][cH:9][cH:10]2)[OH:12])[cH:13][c:14]([Cl:17])[cH:15][cH:16]1.[Na+:31].[OH2:32]>>[NH:1]([c:2]1[c:3]([CH:4]([c:5]2[c:6]([Cl:11])[cH:7][cH:8][cH:9][cH:10]2)[OH:12])[cH:13][c:14]([Cl:17])[cH:15][cH:16]1)[CH2:22][c:21]1[c:20]([O:19][CH3:18])[cH:27][c:26]([O:28][CH3:29])[cH:25][cH:24]1. The reactants are N1CCSCC1 (thiomorpholine), C[Si](C)(C)N=C=O (trimethylsilylisocyanate). Solvent: C(C)(C)O (isopropanol). Reaction conditions: time 8 hour. The product is N1(CCSCC1)C(=O)N (thiomorpholine-4-carboxylic acid amide). Isolated yield 83.2%. RXN SMILES: [NH:1]1[CH2:6][CH2:5][S:4][CH2:3][CH2:2]1.C[Si]([N:11]=[C:12]=[O:13])(C)C>C(O)(C)C>[N:1]1([C:12]([NH2:11])=[O:13])[CH2:6][CH2:5][S:4][CH2:3][CH2:2]1. Reported procedure: To a stirred solution of thiomorpholine (1.0 g, 9.7 mmol) in isopropanol (25 mL) at rt was added trimethylsilylisocyanate (1.9 mL, 13.45 mmol) and the resulting solution stirred overnight. The resulting suspension was filtered and the filtrate concentrated in vacuo to give thiomorpholine-4-carboxylic acid amide (1.18 g, 89%); 1H-NMR (300 MHz, d6-DMSO) 6.00 (2H, s), 3.53-3.57 (4H, m), 2.46-2.51 (4H, m, obscured by solvent). The reactants are CC(=O)C(=Cc1ccc(C#N)cc1)C(C)=O, CCCC[N+](CCCC)(CCCC)CCCC, [F-], O=C(CC(=O)OCc1ccccc1)Nc1cccc(C(F)(F)F)c1, C1CCOC1. The product is CC(=O)C(C(C)=O)C(c1ccc(C#N)cc1)C(C(=O)Nc1cccc(C(F)(F)F)c1)C(=O)OCc1ccccc1. As a reaction SMILES: [C:25]([CH3:26])(=[O:27])[C:28](=[CH:29][c:30]1[cH:31][cH:32][c:33]([C:34]#[N:35])[cH:36][cH:37]1)[C:38]([CH3:39])=[O:40].[CH3:42][CH2:43][CH2:44][CH2:45][N+:46]([CH2:47][CH2:48][CH2:49][CH3:50])([CH2:51][CH2:52][CH2:53][CH3:54])[CH2:55][CH2:56][CH2:57][CH3:58].[F-:41].[O:1]=[C:2]([CH2:3][C:4](=[O:5])[O:6][CH2:7][c:8]1[cH:9][cH:10][cH:11][cH:12][cH:13]1)[NH:14][c:15]1[cH:16][c:17]([C:21]([F:22])([F:23])[F:24])[cH:18][cH:19][cH:20]1.[O:59]1[CH2:60][CH2:61][CH2:62][CH2:63]1>>[O:1]=[C:2]([CH:3]([C:4](=[O:5])[O:6][CH2:7][c:8]1[cH:9][cH:10][cH:11][cH:12][cH:13]1)[CH:29]([CH:28]([C:25]([CH3:26])=[O:27])[C:38]([CH3:39])=[O:40])[c:30]1[cH:31][cH:32][c:33]([C:34]#[N:35])[cH:36][cH:37]1)[NH:14][c:15]1[cH:16][c:17]([C:21]([F:22])([F:23])[F:24])[cH:18][cH:19][cH:20]1. The product is CCOC(=O)c1ccc(Oc2nc(C)c3ccc(=O)n(-c4ccc(C(=O)NCc5ccccc5)cc4)c3n2)cc1. Reaction SMILES: [CH2:16]([c:17]1[cH:18][cH:19][cH:20][cH:21][cH:22]1)[NH:23][C:24]([c:25]1[cH:26][cH:27][c:28](-[n:31]2[c:32](=[O:46])[cH:33][cH:34][c:35]3[c:36]2[n:37][c:38]([S:42]([CH3:43])(=[O:44])=[O:45])[n:39][c:40]3[CH3:41])[cH:29][cH:30]1)=[O:47].[CH2:48]1[O:49][CH2:50][CH2:51][CH2:52]1.[H-:14].[Na+:13].[Na:15].[OH:1][c:2]1[cH:3][cH:4][c:5]([C:6](=[O:7])[O:8][CH2:9][CH3:10])[cH:11][cH:12]1>>[O:1]([c:2]1[cH:3][cH:4][c:5]([C:6](=[O:7])[O:8][CH2:9][CH3:10])[cH:11][cH:12]1)[c:38]1[n:37][c:36]2[n:31](-[c:28]3[cH:27][cH:26][c:25]([C:24]([NH:23][CH2:16][c:17]4[cH:18][cH:19][cH:20][cH:21][cH:22]4)=[O:47])[cH:30][cH:29]3)[c:32](=[O:46])[cH:33][cH:34][c:35]2[c:40]([CH3:41])[n:39]1. The reactants are Cc1nc(S(C)(=O)=O)nc2c1ccc(=O)n2-c1ccc(C(=O)NCc2ccccc2)cc1, C1CCOC1, [H-], [Na+], [Na], CCOC(=O)c1ccc(O)cc1. Starting materials: CCOC=C(C(=O)OCC)C(=O)OCC, Nc1cccccc1=O. As a reaction SMILES: [CH2:10]([O:11][CH:13]=[C:14]([C:15](=[O:16])[O:17][CH2:18][CH3:19])[C:20](=[O:21])[O:22][CH2:23][CH3:24])[CH3:12].[NH2:1][c:2]1[c:3](=[O:9])[cH:4][cH:5][cH:6][cH:7][cH:8]1>>[NH:1]([c:2]1[c:3](=[O:9])[cH:4][cH:5][cH:6][cH:7][cH:8]1)[CH:13]=[C:14]([C:15](=[O:16])[O:17][CH2:18][CH3:19])[C:20](=[O:21])[O:22][CH2:23][CH3:24]. Product: CCOC(=O)C(=CNc1cccccc1=O)C(=O)OCC.